From a dataset of the Open Reaction Database (ORD), a public repository of structured organic reaction records. describe an organic reaction: reactants, conditions, products, and yield Starting materials: FC1=CC=C(C=O)C=C1 (4-Fluorobenzaldehyde), COC=1C=C(CC#N)C=CC1OC (3,4-dimethoxybenzyl cyanide). The product is COC=1C=C(C=CC1OC)/C(/C#N)=C/C1=CC=C(C=C1)F ((Z)-2-(3,4-dimethoxy-phenyl)-3-(4-fluoro-phenyl)-acrylonitrile). The yield is 72.5%. As a reaction SMILES: [F:1][C:2]1[CH:9]=[CH:8][C:5]([CH:6]=O)=[CH:4][CH:3]=1.[CH3:10][O:11][C:12]1[CH:13]=[C:14]([CH:18]=[CH:19][C:20]=1[O:21][CH3:22])[CH2:15][C:16]#[N:17]>>[CH3:10][O:11][C:12]1[CH:13]=[C:14](/[C:15](=[CH:6]/[C:5]2[CH:8]=[CH:9][C:2]([F:1])=[CH:3][CH:4]=2)/[C:16]#[N:17])[CH:18]=[CH:19][C:20]=1[O:21][CH3:22]. Procedure details: 4-Fluorobenzaldehyde (620 mg) and 3,4-dimethoxybenzyl cyanide (880 mg) were subjected to condensation in accordance with process A of (production process 2), to thereby produce the target product (1.02 g, yield: 72%). Starting materials: BrC1=C(C=C(C(=C1)F)F)OC (2-bromo-4,5-difluoroanisole), [F-].[Cs+] (cesium fluoride), COC=1C=C2C=CC(=C(C2=CC1)C(C1=CC=C(C=C1)OCCN1CCCCC1)=O)OS(=O)(=O)C(F)(F)F (trifluoromethanesulfonic acid 6-methoxy-1-[4-(2-piperidin-1-yl-ethoxy)-benzoyl]-naphthalen-2-yl ester), B1(OC(C(O1)(C)C)(C)C)B2OC(C(O2)(C)C)(C)C (bis(pinacolato)diboron), C1(=CC=CC=C1)P(C1=CC=CC=C1)C1=CC=CC=C1 (triphenylphosphine), [F-].[Cs+] (cesium fluoride). The reagents and catalysts are CC(=O)O.CC(=O)O.[Pd] (palladium II acetate), CC(=O)O.CC(=O)O.[Pd] (palladium II acetate). The solvent is C(C)#N (acetonitrile). Product: FC1=CC(=C(C=C1F)C1=C(C2=CC=C(C=C2C=C1)OC)C(=O)C1=CC=C(C=C1)OCCN1CCCCC1)OC ([2-(4,5-Difluoro-2-methoxy-phenyl)-6-methoxy-naphthalen-1-yl]-[4-(2-piperidin-1-yl-ethoxy)-phenyl]-methanone). Reaction SMILES: [CH3:1][O:2][C:3]1[CH:4]=[C:5]2[C:10](=[CH:11][CH:12]=1)[C:9]([C:13](=[O:29])[C:14]1[CH:19]=[CH:18][C:17]([O:20][CH2:21][CH2:22][N:23]3[CH2:28][CH2:27][CH2:26][CH2:25][CH2:24]3)=[CH:16][CH:15]=1)=[C:8](OS(C(F)(F)F)(=O)=O)[CH:7]=[CH:6]2.B1(B2OC(C)(C)C(C)(C)O2)OC(C)(C)C(C)(C)O1.C1(P(C2C=CC=CC=2)C2C=CC=CC=2)C=CC=CC=1.[F-].[Cs+].Br[C:78]1[CH:83]=[C:82]([F:84])[C:81]([F:85])=[CH:80][C:79]=1[O:86][CH3:87]>CC(O)=O.CC(O)=O.[Pd].C(#N)C>[F:85][C:81]1[C:82]([F:84])=[CH:83][C:78]([C:8]2[CH:7]=[CH:6][C:5]3[C:10](=[CH:11][CH:12]=[C:3]([O:2][CH3:1])[CH:4]=3)[C:9]=2[C:13]([C:14]2[CH:19]=[CH:18][C:17]([O:20][CH2:21][CH2:22][N:23]3[CH2:28][CH2:27][CH2:26][CH2:25][CH2:24]3)=[CH:16][CH:15]=2)=[O:29])=[C:79]([O:86][CH3:87])[CH:80]=1 |f:3.4,6.7.8|. Reported procedure: Add trifluoromethanesulfonic acid 6-methoxy-1-[4-(2-piperidin-1-yl-ethoxy)-benzoyl]-naphthalen-2-yl ester (2.3 gm, 4.2 mmoles), bis(pinacolato)diboron (1.3 gm, 5.1 mmoles), palladium II acetate (97 mg, 0.4 mmoles), triphenylphosphine (222 mg, 0.84 mmoles) and cesium fluoride (2.1 gm, 14.1 mmoles) in a 250 ml round bottom flask under nitrogen and add 100 ml of anhydrous acetonitrile. Stir and heat to reflux for 2 hours. Allow the mixture to cool and to this mixture add 2-bromo-4,5-difluoroanisole... Starting materials: NC=1C=C(C(=O)O)C(=CC1C)Br (3-Amino-6-bromo-4-methylbenzoic Acid), C(=O)O (formic acid), ice water. Reaction conditions: time 15 minute. Yields the product C(=O)NC=1C=C(C(=O)O)C(=CC1C)Br (3-(Formylamino)-6-bromo-4-methylbenzoic Acid). As a reaction SMILES: [NH2:1][C:2]1[CH:3]=[C:4]([C:8]([Br:12])=[CH:9][C:10]=1[CH3:11])[C:5]([OH:7])=[O:6].[CH:13](O)=[O:14]>>[CH:13]([NH:1][C:2]1[CH:3]=[C:4]([C:8]([Br:12])=[CH:9][C:10]=1[CH3:11])[C:5]([OH:7])=[O:6])=[O:14]. Procedure: A mixture of 3-Amino-6-bromo-4-methylbenzoic Acid (19) (6.4145 g, 27.88 mmol) in 90% aqueous formic acid (36 mL) is heated to reflux for about 3 hours. The mixture is then cooled to ambient temperature, added to ice water (150 mL) and stirred for about 15 minutes. The solids that form are filtered and dried to provide 3-(Formylamino)-6-bromo-4-methylbenzoic Acid (20):, as a purple-pink solid (5.961 g, 82% Yield). Reactants: CCC1=C2C=C(C=CC2=NC3=C1CN4C3=CC5=C(C4=O)COC(=O)[C@@]5(CC)O)OC(=O)N6CCC(CC6)N7CCCCC7 (Irinotecan), CC(=O)C (acetone), Cl (hydrochloric acid). Solvent: C(C)#N (acetonitrile). Run at temperature 22 celsius, time 35.5 hour. The product is CCC1=C2C=C(C=CC2=NC3=C1CN4C3=CC5=C(C4=O)COC(=O)[C@@]5(CC)O)OC(=O)N6CCC(CC6)N7CCCCC7.Cl (irinotecan hydrochloride). Reaction SMILES: [CH3:1][CH2:2][C:3]1[C:12]2[CH2:13][N:14]3[C:19](=[O:20])[C:18]4[CH2:21][O:22][C:23]([C@:25]([OH:28])([CH2:26][CH3:27])[C:17]=4[CH:16]=[C:15]3[C:11]=2[N:10]=[C:9]2[C:4]=1[CH:5]=[C:6]([O:29][C:30]([N:32]1[CH2:37][CH2:36][CH:35]([N:38]3[CH2:43][CH2:42][CH2:41][CH2:40][CH2:39]3)[CH2:34][CH2:33]1)=[O:31])[CH:7]=[CH:8]2)=[O:24].CC(C)=O.[ClH:48]>C(#N)C>[CH3:1][CH2:2][C:3]1[C:12]2[CH2:13][N:14]3[C:19](=[O:20])[C:18]4[CH2:21][O:22][C:23]([C@:25]([OH:28])([CH2:26][CH3:27])[C:17]=4[CH:16]=[C:15]3[C:11]=2[N:10]=[C:9]2[C:4]=1[CH:5]=[C:6]([O:29][C:30]([N:32]1[CH2:33][CH2:34][CH:35]([N:38]3[CH2:43][CH2:42][CH2:41][CH2:40][CH2:39]3)[CH2:36][CH2:37]1)=[O:31])[CH:7]=[CH:8]2)=[O:24].[ClH:48] |f:4.5|. Reported procedure: Irinotecan was suspended in acetonitrile or acetone in accordance with the amounts shown in Table 1 and dissolved by adding, 6 mol/L hydrochloric acid. To each mixture solution, 1 mg of c-type crystals separately prepared was added and the solution was stirred at 22° C. for 25 to 46 hours. The formed crystals were obtained by filtration, dried under reduced pressure, and subjected to a moisture absorption process performed by a saturated aqueous sodium chloride solution method until the crystals... Reactants: C1(CCCCC1)O (cyclohexanol), SCCC(=O)O (3-mercaptopropionic acid), C1(=CC=C(C=C1)S(=O)(=O)O)C (paratoluene sulfonic acid). Run in C(C)OCC (Diethylether). Product: C1(CCCCC1)OC(CCS)=O (CYCLOHEXYL-3-MERCAPTOPROPIONATE). Reaction SMILES: [CH:1]1([OH:7])[CH2:6][CH2:5][CH2:4][CH2:3][CH2:2]1.[SH:8][CH2:9][CH2:10][C:11](O)=[O:12].C1(C)C=CC(S(O)(=O)=O)=CC=1>C(OCC)C>[CH:1]1([O:7][C:11](=[O:12])[CH2:10][CH2:9][SH:8])[CH2:6][CH2:5][CH2:4][CH2:3][CH2:2]1. Procedure details: Into a 250 ml reaction flask equipped with stirrer, thermometer, reflux condenser and heating mantle are placed 100 grams of cyclohexanol; 26 grams of 3-mercaptopropionic acid and 0.5 grams of paratoluene sulfonic acid. The reaction mass is heated to reflux and refluxed for a period of 11 hours. At the end of the 11 hour period of refluxing, the reaction mass is cooled to room temperature. 200 ml Diethylether are added to the reaction mass. The reaction mass is then washed with two 100 ml volume... The reactants are O=C(OCc1ccccc1)C1CCN(Cc2cnc(NC(=O)N(C3CCCCC3)C3CCCCC3)s2)C1, CO. The product is O=C(O)C1CCN(Cc2cnc(NC(=O)N(C3CCCCC3)C3CCCCC3)s2)C1. RXN SMILES: [CH2:1]([c:2]1[cH:3][cH:4][cH:5][cH:6][cH:7]1)[O:8][C:9](=[O:10])[CH:11]1[CH2:12][N:13]([CH2:16][c:17]2[cH:18][n:19][c:20]([NH:22][C:23](=[O:24])[N:25]([CH:26]3[CH2:27][CH2:28][CH2:29][CH2:30][CH2:31]3)[CH:32]3[CH2:33][CH2:34][CH2:35][CH2:36][CH2:37]3)[s:21]2)[CH2:14][CH2:15]1.[CH3:38][OH:39]>>[O:8]=[C:9]([OH:10])[CH:11]1[CH2:12][N:13]([CH2:16][c:17]2[cH:18][n:19][c:20]([NH:22][C:23](=[O:24])[N:25]([CH:26]3[CH2:27][CH2:28][CH2:29][CH2:30][CH2:31]3)[CH:32]3[CH2:33][CH2:34][CH2:35][CH2:36][CH2:37]3)[s:21]2)[CH2:14][CH2:15]1.